Dataset: the Open Reaction Database (ORD), a public repository of structured organic reaction records. Task: describe an organic reaction: reactants, conditions, products, and yield Starting materials: O=C(O)c1cc2sc(Cl)c(Cl)c2[nH]1, CC1(C)OCC(CN2C(=O)C(N)Cc3ccccc32)CO1. Yields the product CC1(C)OCC(CN2C(=O)C(NC(=O)c3cc4sc(Cl)c(Cl)c4[nH]3)Cc3ccccc32)CO1. As a reaction SMILES: [Cl:22][c:23]1[c:24]([Cl:34])[c:25]2[nH:26][c:27]([C:31](=[O:32])[OH:33])[cH:28][c:29]2[s:30]1.[NH2:1][CH:2]1[C:3](=[O:21])[N:4]([CH2:12][CH:13]2[CH2:14][O:15][C:16]([CH3:19])([CH3:20])[O:17][CH2:18]2)[c:5]2[cH:6][cH:7][cH:8][cH:9][c:10]2[CH2:11]1>>[NH:1]([CH:2]1[C:3](=[O:21])[N:4]([CH2:12][CH:13]2[CH2:14][O:15][C:16]([CH3:19])([CH3:20])[O:17][CH2:18]2)[c:5]2[cH:6][cH:7][cH:8][cH:9][c:10]2[CH2:11]1)[C:31]([c:27]1[nH:26][c:25]2[c:24]([Cl:34])[c:23]([Cl:22])[s:30][c:29]2[cH:28]1)=[O:32]. The reactants are O=C([O-])O, CN(C)C=O, Cc1ccc(-n2cccc2Cl)cc1, [Na+], O=P(Cl)(Cl)Cl. The product is Cc1ccc(-n2c(Cl)ccc2C=O)cc1. RXN SMILES: [C:19]([O-:20])(=[O:21])[OH:22].[CH3:24][N:25]([CH3:26])[CH:27]=[O:28].[Cl:6][c:7]1[n:8](-[c:12]2[cH:13][cH:14][c:15]([CH3:18])[cH:16][cH:17]2)[cH:9][cH:10][cH:11]1.[Na+:23].[P:1]([Cl:2])([Cl:3])([Cl:4])=[O:5]>>[Cl:6][c:7]1[n:8](-[c:12]2[cH:13][cH:14][c:15]([CH3:18])[cH:16][cH:17]2)[c:9]([CH:19]=[O:20])[cH:10][cH:11]1. Reactants: O=[Ag-], CC(C)(C)[Si](OC1CC(O)C(C#N)C1)(c1ccccc1)c1ccccc1, CI. The product is COC1CC(O[Si](c2ccccc2)(c2ccccc2)C(C)(C)C)CC1C#N. RXN SMILES: [Ag-:29]=[O:30].[C:1]([CH3:2])([CH3:3])([CH3:4])[Si:5]([O:6][CH:7]1[CH2:8][CH:9]([OH:14])[CH:10]([C:12]#[N:13])[CH2:11]1)([c:15]1[cH:16][cH:17][cH:18][cH:19][cH:20]1)[c:21]1[cH:22][cH:23][cH:24][cH:25][cH:26]1.[CH3:27][I:28]>>[C:1]([CH3:2])([CH3:3])([CH3:4])[Si:5]([O:6][CH:7]1[CH2:8][CH:9]([O:14][CH3:27])[CH:10]([C:12]#[N:13])[CH2:11]1)([c:15]1[cH:16][cH:17][cH:18][cH:19][cH:20]1)[c:21]1[cH:22][cH:23][cH:24][cH:25][cH:26]1. Starting materials: C1(=CC=CC=C1)C1=NNC2=C(N1)C=NC=C2 (3-Phenyl-1,4-dihydropyrido[3,4-e]-as-triazine), C(CCC)(=O)Cl (butyryl chloride). The product is C1(=CC=CC=C1)C1=NN(C2=C(N1)C=NC=C2)C(CCC)=O (3-phenyl-1-butyryl-1,4-dihydropyrido[3,4-e]-as-triazine). The yield is 78.0%. RXN SMILES: [C:1]1([C:7]2[NH:12][C:11]3[CH:13]=[N:14][CH:15]=[CH:16][C:10]=3[NH:9][N:8]=2)[CH:6]=[CH:5][CH:4]=[CH:3][CH:2]=1.[C:17](Cl)(=[O:21])[CH2:18][CH2:19][CH3:20]>>[C:1]1([C:7]2[NH:12][C:11]3[CH:13]=[N:14][CH:15]=[CH:16][C:10]=3[N:9]([C:17](=[O:21])[CH2:18][CH2:19][CH3:20])[N:8]=2)[CH:2]=[CH:3][CH:4]=[CH:5][CH:6]=1. Procedure details: 3-Phenyl-1,4-dihydropyrido[3,4-e]-as-triazine is reacted with butyryl chloride as described in Example 2 to obtain 3-phenyl-1-butyryl-1,4-dihydropyrido[3,4-e]-as-triazine with a yield of 78%; m.p.: 225°-226° C. Reactants: ClC(Cl)Cl, O=C(O)C(F)(F)F, CC1(O)CCOc2ccc(I)cc21, [N-]=[N+]=[N-], [Na+], O. Yields the product CC1(N=[N+]=[N-])CCOc2ccc(I)cc21. As a reaction SMILES: [Cl:25][CH:26]([Cl:27])[Cl:28].[F:18][C:19]([F:20])([F:21])[C:22]([OH:23])=[O:24].[I:1][c:2]1[cH:3][c:4]2[c:9]([cH:10][cH:11]1)[O:8][CH2:7][CH2:6][C:5]2([OH:12])[CH3:13].[N-:14]=[N+:15]=[N-:16].[Na+:17].[OH2:29]>>[I:1][c:2]1[cH:3][c:4]2[c:9]([cH:10][cH:11]1)[O:8][CH2:7][CH2:6][C:5]2([CH3:13])[N:14]=[N+:15]=[N-:16].